Dataset: the Open Reaction Database (ORD), a public repository of structured organic reaction records. Task: describe an organic reaction: reactants, conditions, products, and yield Starting materials: C(#N)C1=C(C=C(S1)C(=O)OC)[N+](=O)[O-] (methyl 5-cyano-4-nitro-thiophene-2-carboxylate), C(C)(=O)O (acetic acid). Reagents/catalysts: [Fe] (iron). Yields the product NC=1C=C(SC1C#N)C(=O)OC (methyl 4-amino-5-cyano-thiophene-2-carboxylate). The yield is 69.1%. RXN SMILES: [C:1]([C:3]1[S:7][C:6]([C:8]([O:10][CH3:11])=[O:9])=[CH:5][C:4]=1[N+:12]([O-])=O)#[N:2].C(O)(=O)C>[Fe]>[NH2:12][C:4]1[CH:5]=[C:6]([C:8]([O:10][CH3:11])=[O:9])[S:7][C:3]=1[C:1]#[N:2]. Procedure details: A suspension of methyl 5-cyano-4-nitro-thiophene-2-carboxylate (0.17 mol, 36 g) and iron powder (0.51 mol, 28.5 g) in glacial acetic acid 68 mL (1.2 mol) was refluxed for 3 hours. The crude was concentrated under vacuum and neutralized with diluted ammonia. The aqueous layer was extracted with ethyl acetate (3×250 mL) and dried over Na2SO4. The filtrate was evaporated to dryness to give a yellow solid, which was purified by flash chromatography over silica gel using hexane/ethyl acetate (38:12) ...